Dataset: the Open Reaction Database (ORD), a public repository of structured organic reaction records. Task: describe an organic reaction: reactants, conditions, products, and yield Starting materials: CC1(C)C2CCC1(CS(=O)(=O)O)C(=O)C2, CN1CCCOc2ccc(N)cc21, CC(C)O, CNC(=O)c1ccccc1Nc1nc(Cl)ncc1Cl. Product: CNC(=O)c1ccccc1Nc1nc(Nc2ccc3c(c2)N(C)CCCO3)ncc1Cl. RXN SMILES: [C:33]12([CH2:34][S:35]([OH:36])(=[O:37])=[O:38])[C:39]([CH3:40])([CH3:41])[CH:42]([CH2:43][CH2:44]1)[CH2:45][C:46]2=[O:47].[CH3:1][N:2]1[CH2:3][CH2:4][CH2:5][O:6][c:7]2[c:8]1[cH:9][c:10]([NH2:13])[cH:11][cH:12]2.[CH:48]([OH:49])([CH3:50])[CH3:51].[Cl:14][c:15]1[n:16][cH:17][c:18]([Cl:32])[c:19]([NH:21][c:22]2[c:23]([C:24](=[O:25])[NH:26][CH3:27])[cH:28][cH:29][cH:30][cH:31]2)[n:20]1>>[CH3:1][N:2]1[CH2:3][CH2:4][CH2:5][O:6][c:7]2[c:8]1[cH:9][c:10]([NH:13][c:15]1[n:16][cH:17][c:18]([Cl:32])[c:19]([NH:21][c:22]3[c:23]([C:24](=[O:25])[NH:26][CH3:27])[cH:28][cH:29][cH:30][cH:31]3)[n:20]1)[cH:11][cH:12]2. Starting materials: CCOC(C)=O, O=C(Nc1nc2ccc([N+](=O)[O-])cc2s1)c1ccccc1, CN(C)C=O. Reaction SMILES: [CH3:27][CH2:28][O:29][C:30](=[O:31])[CH3:32].[N+:1]([O-:2])(=[O:3])[c:4]1[cH:5][c:6]2[c:7]([n:8][c:9]([NH:11][C:12]([c:13]3[cH:14][cH:15][cH:16][cH:17][cH:18]3)=[O:19])[s:10]2)[cH:20][cH:21]1.[O:22]=[CH:23][N:24]([CH3:25])[CH3:26]>>[NH2:1][c:4]1[cH:5][c:6]2[c:7]([n:8][c:9]([NH:11][C:12]([c:13]3[cH:14][cH:15][cH:16][cH:17][cH:18]3)=[O:19])[s:10]2)[cH:20][cH:21]1. The product is Nc1ccc2nc(NC(=O)c3ccccc3)sc2c1. Run in ClC1=CC=CC=C1 (chlorobenzene). Procedure: N-Methyl 3-(2,6-dimethoxybenzoyl)propionamide was demethylated with aluminium chloride in chlorobenzene to give N-methyl 3-(2-hydroxy-6-methoxybenzoyl)propionamide, m.p. 125° which may also be prepared from a by-product, N-methyl 3-(2,6-dihydroxybenzoyl)propionamide, by selective methylation with methyl iodide and potassium carbonate in acetone. (iii) By subjecting N-methyl 3-(2-hydroxy-6-methoxybenzoyl)-propionamide to a series of reactions similar to those described in Examples 1(i-ii) and 2(i... Reaction SMILES: [CH3:1][NH:2][C:3](=[O:18])[CH2:4][CH2:5][C:6](=[O:17])[C:7]1[C:12]([O:13][CH3:14])=[CH:11][CH:10]=[CH:9][C:8]=1[O:15]C.[Cl-].[Al+3].[Cl-].[Cl-]>ClC1C=CC=CC=1>[CH3:1][NH:2][C:3](=[O:18])[CH2:4][CH2:5][C:6](=[O:17])[C:7]1[C:12]([O:13][CH3:14])=[CH:11][CH:10]=[CH:9][C:8]=1[OH:15] |f:1.2.3.4|. The product is CNC(CCC(C1=C(C=CC=C1OC)O)=O)=O (N-methyl 3-(2-hydroxy-6-methoxybenzoyl)propionamide). Starting materials: CNC(CCC(C1=C(C=CC=C1OC)OC)=O)=O (N-Methyl 3-(2,6-dimethoxybenzoyl)propionamide), [Cl-].[Al+3].[Cl-].[Cl-] (aluminium chloride). Starting materials: COC(=O)c1ccc(Cl)nc1, NC1CCN(Cc2ccccc2)CC1, CN(C)C=O. Yields the product COC(=O)c1ccc(NC2CCN(Cc3ccccc3)CC2)nc1. RXN SMILES: [Cl:15][c:16]1[n:17][cH:18][c:19]([C:22](=[O:23])[O:24][CH3:25])[cH:20][cH:21]1.[NH2:1][CH:2]1[CH2:3][CH2:4][N:5]([CH2:8][c:9]2[cH:10][cH:11][cH:12][cH:13][cH:14]2)[CH2:6][CH2:7]1.[O:26]=[CH:27][N:28]([CH3:29])[CH3:30]>>[NH:1]([CH:2]1[CH2:3][CH2:4][N:5]([CH2:8][c:9]2[cH:10][cH:11][cH:12][cH:13][cH:14]2)[CH2:6][CH2:7]1)[c:16]1[n:17][cH:18][c:19]([C:22](=[O:23])[O:24][CH3:25])[cH:20][cH:21]1. The reactants are Cl.CNC (Dimethylamine hydrochloride), BrCCCCC1=C2C(C(=O)NC2=O)=CC=C1 (4-bromobutylphtalimide), C(=O)([O-])[O-].[K+].[K+] (K2CO3), CC(=O)C (acetone). Yields the product CN(CCCCN1C(C=2C(C1=O)=CC=CC2)=O)C (N-(4-dimethylamino-butyl)-phtalimide). As a reaction SMILES: Cl.[CH3:2][NH:3][CH3:4].BrC[CH2:7][CH2:8][CH2:9][C:10]1C=[CH:19][CH:18]=[C:12]2[C:13]([NH:15][C:16](=[O:17])[C:11]=12)=O.C([O-])([O-])=O.[K+].[K+].C[C:28]([CH3:30])=[O:29]>>[CH3:2][N:3]([CH3:4])[CH2:19][CH2:18][CH2:12][CH2:13][N:15]1[C:16](=[O:17])[C:11]2=[CH:10][CH:9]=[CH:8][CH:7]=[C:30]2[C:28]1=[O:29] |f:0.1,3.4.5|. Procedure: Dimethylamine hydrochloride (1.2 g; 12.5 mmol) and, 1 hr later, 4-bromobutylphtalimide (3.5 g; 12.4 mmol) are added to a suspension of K2CO3 (4.3 g; 31 mmol), in acetone (5 mL) at 25° C.; the suspension is then refluxed overnight. After cooling at r.t., the mixture is filtered and evaporated to dryness; silica gel flash chromatography of the residue oil (eluent CHCl3/CH3OH 8:2) yields N-(4-dimethylamino-butyl)-phtalimide as a white solid (2.2 g; 8.94 mmol). Reaction SMILES: C1(P(C2C=CC=CC=2)C2C=CC=CC=2)C=CC=CC=1.BrN1C(=O)CCC1=O.[Cl:28][C:29]1[CH:37]=[C:36]2[C:32]([C:33]([C:41]([OH:43])=O)=[CH:34][N:35]2[CH:38]([CH3:40])[CH3:39])=[CH:31][CH:30]=1.[NH2:44][C:45]1[CH:50]=[CH:49][C:48]([CH3:51])=[CH:47][N:46]=1.C(=O)(O)[O-].[Na+]>C(Cl)Cl.O.C(OCC)(=O)C>[CH3:51][C:48]1[CH:49]=[CH:50][C:45]([NH:44][C:41]([C:33]2[C:32]3[C:36](=[CH:37][C:29]([Cl:28])=[CH:30][CH:31]=3)[N:35]([CH:38]([CH3:39])[CH3:40])[CH:34]=2)=[O:43])=[N:46][CH:47]=1 |f:4.5|. The solvent is C(Cl)Cl (methylene chloride), O (water), C(C)(=O)OCC (ethyl acetate). Product: hexanes ethyl acetate, CC=1C=CC(=NC1)NC(=O)C1=CN(C2=CC(=CC=C12)Cl)C(C)C (6-chloro-1-isopropyl-1H-indole-3-carboxylic acid (5-methyl-pyridin-2-yl)-amide). The yield is 19.2%. Procedure: A solution of triphenylphosphine (243 mg, 0.92 mmol) in methylene chloride (3 mL) cooled to 0° C. was treated with N-bromosuccinimide (165 mg, 0.92 mmol). This solution was stirred at 0° C. for 15 min. At this time, the reaction was treated with 6-chloro-1-isopropyl-1H-indole-3-carboxylic acid (200 mg, 0.84 mmol). This solution was stirred at 0° C. for 15 min and then was allowed to warm to 25° C. where it was stirred for 30 min. The reaction was then treated with 2-amino-5-picoline (227 mg, 2.1... Run at temperature 0 celsius, time 15 minute. The reactants are C1(=CC=CC=C1)P(C1=CC=CC=C1)C1=CC=CC=C1 (triphenylphosphine), ClC1=CC=C2C(=CN(C2=C1)C(C)C)C(=O)O (6-chloro-1-isopropyl-1H-indole-3-carboxylic acid), NC1=NC=C(C=C1)C (2-amino-5-picoline), BrN1C(CCC1=O)=O (N-bromosuccinimide), C([O-])(O)=O.[Na+] (sodium bicarbonate). Reactants: C(C)(=O)OC=1C(=C(C2=C(CCC(O2)(CC#N)C)C1C)C)C (rac.-6-acetyloxy-3,4-dihydro-2,5,7,8-tetramethyl-2H-1-benzopyran-2-acetonitrile), [OH-].[K+] (KOH), O (water), O (water), Cl (HCl). The solvent is C(CO)O (ethylene glycol). Yields the product OC=1C(=C(C2=C(CCC(O2)(C)CC(=O)O)C1C)C)C (rac.-(6-hydroxy-3,4-dihydro-2,5,7,8-tetramethyl-2H-1-benzopyran-2-yl)acetic acid). The yield is 82.0%. As a reaction SMILES: C([O:4][C:5]1[C:6]([CH3:21])=[C:7]([CH3:20])[C:8]2[O:13][C:12]([CH3:17])([CH2:14][C:15]#N)[CH2:11][CH2:10][C:9]=2[C:18]=1[CH3:19])(=O)C.[OH-:22].[K+].Cl.[OH2:25]>C(O)CO>[OH:4][C:5]1[C:6]([CH3:21])=[C:7]([CH3:20])[C:8]2[O:13][C:12]([CH2:14][C:15]([OH:25])=[O:22])([CH3:17])[CH2:11][CH2:10][C:9]=2[C:18]=1[CH3:19] |f:1.2|. Reported procedure: A mixture of 1.0 g (3.48 mmoles) of rac.-6-acetyloxy-3,4-dihydro-2,5,7,8-tetramethyl-2H-1-benzopyran-2-acetonitrile, 1.0 g (15.2 mmoles) of 85% KOH, 1 ml of water and 8 ml of ethylene glycol was stirred and refluxed for 16 hr. The reaction mixture was cooled to room temperature, then poured into water. The pH of the solution was adjusted to 8 with 1 N aqueous HCl. The resulting mixture was extracted with two portions of ether (the ether extracts were discarded). The aqueous phase was acidified w... Product: CS(=O)(=O)c1ccc(Oc2cc3nc(-c4ccccn4)[nH]c3cc2C2CCCN2)cc1. Reaction SMILES: [C:1](=[O:2])([O-:3])[O-:4].[CH3:44][OH:45].[F:7][C:8]([F:9])([F:10])[C:42]([N:11]1[CH:12]([c:16]2[cH:17][c:18]3[c:19]([n:20][c:21](-[c:23]4[n:24][cH:25][cH:26][cH:27][cH:28]4)[nH:22]3)[cH:29][c:30]2[O:31][c:32]2[cH:33][cH:34][c:35]([S:38](=[O:39])(=[O:40])[CH3:41])[cH:36][cH:37]2)[CH2:13][CH2:14][CH2:15]1)=[O:43].[K+:5].[K+:6].[OH2:46]>>[NH:11]1[CH:12]([c:16]2[cH:17][c:18]3[c:19]([n:20][c:21](-[c:23]4[n:24][cH:25][cH:26][cH:27][cH:28]4)[nH:22]3)[cH:29][c:30]2[O:31][c:32]2[cH:33][cH:34][c:35]([S:38](=[O:39])(=[O:40])[CH3:41])[cH:36][cH:37]2)[CH2:13][CH2:14][CH2:15]1. The reactants are O=C([O-])[O-], CO, CS(=O)(=O)c1ccc(Oc2cc3nc(-c4ccccn4)[nH]c3cc2C2CCCN2C(=O)C(F)(F)F)cc1, [K+], [K+], O.